Dataset: the Open Reaction Database (ORD), a public repository of structured organic reaction records. Task: describe an organic reaction: reactants, conditions, products, and yield The reactants are [Al+3], COc1ccccc1, [Cl-], [Cl-], [Cl-], O=C(Cl)c1ccc(I)cc1, O=[N+]([O-])c1ccccc1. Yields the product COc1ccc(C(=O)c2ccc(I)cc2)cc1. Reaction SMILES: [Al+3:12].[CH3:15][O:16][c:17]1[cH:18][cH:19][cH:20][cH:21][cH:22]1.[Cl-:11].[Cl-:13].[Cl-:14].[I:1][c:2]1[cH:3][cH:4][c:5]([C:6](=[O:7])[Cl:8])[cH:9][cH:10]1.[O-:23][N+:24]([c:25]1[cH:26][cH:27][cH:28][cH:29][cH:30]1)=[O:31]>>[I:1][c:2]1[cH:3][cH:4][c:5]([C:6](=[O:7])[c:20]2[cH:19][cH:18][c:17]([O:16][CH3:15])[cH:22][cH:21]2)[cH:9][cH:10]1.